Dataset: the Open Reaction Database (ORD), a public repository of structured organic reaction records. Task: describe an organic reaction: reactants, conditions, products, and yield Reactants: Br, O=C([O-])O, CC(=O)O, CCCc1[nH]c2ccc(OC)cc2c1CC, CCOC(C)=O, [Na+]. Yields the product CCCc1[nH]c2ccc(O)cc2c1CC. As a reaction SMILES: [BrH:32].[C:17](=[O:18])([OH:19])[O-:20].[C:28]([OH:29])(=[O:30])[CH3:31].[CH2:1]([CH3:2])[c:3]1[c:4]([CH2:14][CH2:15][CH3:16])[nH:5][c:6]2[cH:7][cH:8][c:9]([O:12][CH3:13])[cH:10][c:11]12.[CH3:22][CH2:23][O:24][C:25](=[O:26])[CH3:27].[Na+:21]>>[CH2:1]([CH3:2])[c:3]1[c:4]([CH2:14][CH2:15][CH3:16])[nH:5][c:6]2[cH:7][cH:8][c:9]([OH:12])[cH:10][c:11]12. The reactants are ice water, Cl (HCl), [H-].[Na+] (Sodium hydride), [Br-].O1C(OCCC1)CC[P+](C1=CC=CC=C1)(C1=CC=CC=C1)C1=CC=CC=C1 ([2-(1,3-dioxan-2-yl)ethyl]triphenylphosphonium bromide), CC1=C(N=C(O1)C1=CC=CC=C1)CCOC1=CC=C(C=O)C=C1 (4-[2-(5-methyl-2-phenyl-4-oxazolyl)ethoxy]benzaldehyde). Run in CN(C=O)C (N,N-dimethylformamide). Run at time 30 minute. The product is CC1=C(N=C(O1)C1=CC=CC=C1)CCOC1=CC=C(C=C1)\C=C/CC1OCCCO1 ((Z)-2-[3-[4-[2-(5-methyl-2-phenyl-4-oxazolyl)ethoxy]phenyl]-2-propenyl]-1,3-dioxane). The yield is 77.3%. Reaction SMILES: [H-].[Na+].[Br-].[O:4]1[CH2:9][CH2:8][CH2:7][O:6][CH:5]1[CH2:10][CH2:11][P+](C1C=CC=CC=1)(C1C=CC=CC=1)C1C=CC=CC=1.[CH3:31][C:32]1[O:36][C:35]([C:37]2[CH:42]=[CH:41][CH:40]=[CH:39][CH:38]=2)=[N:34][C:33]=1[CH2:43][CH2:44][O:45][C:46]1[CH:53]=[CH:52][C:49]([CH:50]=O)=[CH:48][CH:47]=1.Cl>CN(C)C=O>[CH3:31][C:32]1[O:36][C:35]([C:37]2[CH:38]=[CH:39][CH:40]=[CH:41][CH:42]=2)=[N:34][C:33]=1[CH2:43][CH2:44][O:45][C:46]1[CH:47]=[CH:48][C:49](/[CH:50]=[CH:11]\[CH2:10][CH:5]2[O:4][CH2:9][CH2:8][CH2:7][O:6]2)=[CH:52][CH:53]=1 |f:0.1,2.3|. Procedure details: Sodium hydride (60% in oil, 0.78 g) was added in limited amounts, at room temperature, to a solution of [2-(1,3-dioxan-2-yl)ethyl]triphenylphosphonium bromide (8.9 g) in N,N-dimethylformamide (100 ml). The mixture was stirred for 30 minutes at the same temperature range, to which was added 4-[2-(5-methyl-2-phenyl-4-oxazolyl)ethoxy]benzaldehyde (5.0 g). The mixture was stirred for 15 minutes at room temperature, then for 5 hours at 70° C. The reaction mixture was poured into ice-water, which was ... Starting materials: ClCCl (dichloromethane), ClC1=NC=CC=2C(=CC=CC12)S(=O)(=O)N1CCC(CC1)OS(=O)(=O)C1=CC=C(C=C1)C (1-(1-chloro-5-isoquinolinesulfonyl)-4-p-toluenesulfonyloxypiperidine), CN (methylamine). Run in CO (methanol). Conditions: temperature 70 celsius. Yields the product ClC1=NC=CC=2C(=CC=CC12)S(=O)(=O)N1CCC(CC1)NC (1-(1-chloro-5-isoquinolinesulfonyl)-4-methylaminopiperidine). The yield is 71.0%. Reaction SMILES: ClCCl.[Cl:4][C:5]1[C:14]2[CH:13]=[CH:12][CH:11]=[C:10]([S:15]([N:18]3[CH2:23][CH2:22][CH:21](OS(C4C=CC(C)=CC=4)(=O)=O)[CH2:20][CH2:19]3)(=[O:17])=[O:16])[C:9]=2[CH:8]=[CH:7][N:6]=1.[CH3:35][NH2:36]>CO>[Cl:4][C:5]1[C:14]2[CH:13]=[CH:12][CH:11]=[C:10]([S:15]([N:18]3[CH2:23][CH2:22][CH:21]([NH:36][CH3:35])[CH2:20][CH2:19]3)(=[O:17])=[O:16])[C:9]=2[CH:8]=[CH:7][N:6]=1. Reported procedure: To 50 ml of dichloromethane were added 4.0 g of the thus obtained 1-(1-chloro-5-isoquinolinesulfonyl)-4-p-toluenesulfonyloxypiperidine and 1 ml of a 40% methylamine solution in methanol. The mixture was heated at 70° C. for 6 hours in a sealed vessel. Then, the dichloromethane was removed under reduced pressure to obtain an oily residue. The thus obtained oily residue was subjected to purification by silica gel column chromatography (Wacogel C-200, 100 g; solvent: a 5% methanol solution in chlor... The reactants are ClC1=NC2=CC=C(C=C2C=C1)OC (2-chloro-6-methoxy-quinoline), C1CCOC1 (THF), C(C)(C)[N-]C(C)C.[Li+] (lithium diisopropylamide), C1CCOC1 (THF), C(C1=CC=CC=C1)N1C(CCCC1)=O (N-benzylpiperidone). Reaction conditions: temperature -78 celsius, time 1 hour. Yields the product C(C1=CC=CC=C1)N1CCC(CC1)(O)C=1C(=NC2=CC=C(C=C2C1)OC)Cl (1-benzyl-4-(2-chloro-6-methoxy-quinoline-3-yl)-piperidin-4-ol). RXN SMILES: C([N-]C(C)C)(C)C.[Li+].[Cl:9][C:10]1[CH:19]=[CH:18][C:17]2[C:12](=[CH:13][CH:14]=[C:15]([O:20][CH3:21])[CH:16]=2)[N:11]=1.[CH2:22]([N:29]1[CH2:34][CH2:33][CH2:32][CH2:31][C:30]1=O)[C:23]1[CH:28]=[CH:27][CH:26]=[CH:25][CH:24]=1.C1C[O:39]CC1>>[CH2:22]([N:29]1[CH2:34][CH2:33][C:32]([C:19]2[C:10]([Cl:9])=[N:11][C:12]3[C:17]([CH:18]=2)=[CH:16][C:15]([O:20][CH3:21])=[CH:14][CH:13]=3)([OH:39])[CH2:31][CH2:30]1)[C:23]1[CH:28]=[CH:27][CH:26]=[CH:25][CH:24]=1 |f:0.1|. Reported procedure: Under an argon atmosphere 14.0 mL (28.0 mmol) of a 2 M lithium diisopropylamide solution in 50 mL THF were cooled to −78° C. and combined with stirring with a solution of 5.00 g (25.1 mmol) of 2-chloro-6-methoxy-quinoline in THF. After 1 h stirring at −78° C., 4.5 mL (25.2 mmol) N-benzylpiperidone were added dropwise. After 1 h stirring at −78° C. the mixture was allowed to come up to RT and stirred overnight. The mixture was evaporated down i. vac. and purified by flash chromatography through A... Starting materials: FeSO4, O=C[C@H](O)[C@@H](O)[C@H](O)[C@H](O)CO (glucose), [O-]S(=O)(=O)[O-].[Mg+2] (MgSO4), NaNO3, COC=1C=CC(=CC1)C=O (anisaldehyde), OP(=O)(O)[O-].[K+] (KH2PO4), OP(=O)([O-])[O-].[K+].[K+] (K2HPO4), C(CC(=O)C)(=O)OCC (ethyl acetoacetate). The solvent is C(C)O (ethanol). Reaction conditions: temperature 25 celsius, time 48 hour. Product: O[C@@H](CC(=O)OCC)C ((R)-ethyl 3-hydroxybutyrate). The yield is 68.9%. As a reaction SMILES: O=C[C@@H]([C@H]([C@@H]([C@@H](CO)O)O)O)O.OP([O-])(O)=O.[K+].OP([O-])([O-])=O.[K+].[K+].[O-]S([O-])(=O)=O.[Mg+2].[C:32]([O:38][CH2:39][CH3:40])(=[O:37])[CH2:33][C:34]([CH3:36])=[O:35].COC1C=CC(C=O)=CC=1>C(O)C>[OH:35][C@H:34]([CH3:36])[CH2:33][C:32]([O:38][CH2:39][CH3:40])=[O:37] |f:1.2,3.4.5,6.7|. Reported procedure: Geotrichum candidum (ATCC 34614) was cultured according to the method of Buisson and Azerad (Tet. Lett. 27, 2631-2634 (1986), herein incorporated by reference) in one liter of a medium of glucose (30 grams), KH2PO4 (1 gram), K2HPO4 (2 grams), corn steep liquor (10 grams) MgSO4.7H20 (0.5 gram), NaNO3 (2 grams), FeSO4.7H20 (0.02 gram), and KC1(0.5 gram) with rotary shaking at 25° C. Two grams of ethyl acetoacetate was dissolved in 2 ml of 95% ethanol, the resulting solution was added to the cultur...